This data is from the Open Reaction Database (ORD), a public repository of structured organic reaction records. The task is: describe an organic reaction: reactants, conditions, products, and yield The reactants are C(C)(C)(C)[Si](OC1=CC=C(C=C1)C1=NOC(=C1)C(=O)N)(C)C (3-[4-(tert-Butyl-dimethyl-silanyloxy)-phenyl]-isoxazole-5-carboxylic acid amide), C(C)(C)(C)[Si](OC1=CC=C(C=C1)C1=NOC(=C1)C(=O)N)(C)C (3-[4-(tert-Butyl-dimethyl-silanyloxy)-phenyl]-isoxazole-5-carboxylic acid amide), C(=O)([O-])[O-].[K+].[K+] (K2CO3), C1COCCOCCOCCOCCOCCO1 (18-crown-6), [F-].[K+] (KF), ClC1=C(CCl)C=CC=C1 (2-chlorobenzyl chloride). Solvent: CN(C)C=O (DMF), O (H2O). Run at time 10 minute. Product: ClC1=C(COC2=CC=C(C=C2)C2=NOC(=C2)C(=O)N)C=CC=C1 (3-[4-(2-chloro-benzyloxy)-phenyl]-isoxazole-5-carboxylic acid amide). The yield is 70.5%. RXN SMILES: C([Si](C)(C)[O:6][C:7]1[CH:12]=[CH:11][C:10]([C:13]2[CH:17]=[C:16]([C:18]([NH2:20])=[O:19])[O:15][N:14]=2)=[CH:9][CH:8]=1)(C)(C)C.C([O-])([O-])=O.[K+].[K+].C1OCCOCCOCCOCCOCCOC1.[F-].[K+].[Cl:49][C:50]1[CH:57]=[CH:56][CH:55]=[CH:54][C:51]=1[CH2:52]Cl>CN(C=O)C.O>[Cl:49][C:50]1[CH:57]=[CH:56][CH:55]=[CH:54][C:51]=1[CH2:52][O:6][C:7]1[CH:8]=[CH:9][C:10]([C:13]2[CH:17]=[C:16]([C:18]([NH2:20])=[O:19])[O:15][N:14]=2)=[CH:11][CH:12]=1 |f:1.2.3,5.6|. Procedure details: 3-[4-(tert-Butyl-dimethyl-silanyloxy)-phenyl]-isoxazole-5-carboxylic acid amide (which may be prepared as described in Preparation of Intermediate 13; 40 mg, 0.126 mmol) was dissolved in DMF (1.5 mL). K2CO3 (19 mg, 0.14 mmol), 18-crown-6 (6 mg, 0.02 mmol), KF (8 mg, 0.14 mmol), and 2-chlorobenzyl chloride (20 μL, 0.158 mmol) were added. The reaction mixture was stirred at room temperature for 10 min and then at 40° C. for 12 h. H2O (2.5 mL) was added and the mixture was extracted with EtOAc. The... The reactants are OCCN1CCN(CC1)C(=O)OC(C)(C)C (tert-butyl 4-(2-hydroxyethyl)-1-piperazinecarboxylate), [H-].[Na+] (sodium hydride), C(C1=CC=CC=C1)N1C(=NC2=C1C=CC=C2)Cl (1-benzyl-2-chlorobenzimidazole). The solvent is CN(C)C=O (DMF). Conditions: temperature 75 celsius, time 30 minute. Product: N1=C(NC2=C1C=CC=C2)OCCN2CCN(CC2)C(=O)OC(C)(C)C (tert-butyl [4-[2-(benzimidazol-2-yloxy)ethyl]piperazin-1-yl]carboxylate). Yield: 106.5%. RXN SMILES: [OH:1][CH2:2][CH2:3][N:4]1[CH2:9][CH2:8][N:7]([C:10]([O:12][C:13]([CH3:16])([CH3:15])[CH3:14])=[O:11])[CH2:6][CH2:5]1.[H-].[Na+].C([N:26]1[C:30]2[CH:31]=[CH:32][CH:33]=[CH:34][C:29]=2[N:28]=[C:27]1Cl)C1C=CC=CC=1>CN(C=O)C>[N:26]1[C:30]2[CH:31]=[CH:32][CH:33]=[CH:34][C:29]=2[NH:28][C:27]=1[O:1][CH2:2][CH2:3][N:4]1[CH2:9][CH2:8][N:7]([C:10]([O:12][C:13]([CH3:16])([CH3:15])[CH3:14])=[O:11])[CH2:6][CH2:5]1 |f:1.2|. Procedure details: To a solution of tert-butyl 4-(2-hydroxyethyl)-1-piperazinecarboxylate (230 mg, 1.00 mmol) in DMF (2 ml) was added sodium hydride (55%, 52 mg, 1.19 mmol) with ice-cooling and stirred at 75° C. for 30 minutes, and then added 1-benzyl-2-chlorobenzimidazole (243 mg, 1.00 mmol) and stirred at 75° C. for 24 hours. The reaction solution was concentrated in vacuo, and the resulting residue was dissolved in chloroform. The organic layer was washed with water and a saturated sodium chloride solution succ... Starting materials: COc1cc(F)c(C=O)cc1Br, CN1CCCC1=O, N#C[Cu]C#N, O. The product is COc1cc(F)c(C=O)cc1C#N. As a reaction SMILES: [Br:1][c:2]1[c:3]([O:11][CH3:12])[cH:4][c:5]([F:10])[c:6]([CH:7]=[O:8])[cH:9]1.[CH3:19][N:20]1[CH2:21][CH2:22][CH2:23][C:24]1=[O:25].[Cu:13]([C:14]#[N:15])[C:16]#[N:17].[OH2:18]>>[c:2]1([C:14]#[N:15])[c:3]([O:11][CH3:12])[cH:4][c:5]([F:10])[c:6]([CH:7]=[O:8])[cH:9]1.